Task: describe an organic reaction: reactants, conditions, products, and yield. Dataset: the Open Reaction Database (ORD), a public repository of structured organic reaction records Starting materials: C(CC(=O)C)(=O)OCC (Ethyl acetoacetate). Solvent: O (water). The product is O[C@H](CC(=O)OCC)C (Ethyl (S)-3-hydroxybutanoate). The yield is 80.0%. RXN SMILES: [C:1]([O:7][CH2:8][CH3:9])(=[O:6])[CH2:2][C:3]([CH3:5])=[O:4]>O>[OH:4][C@@H:3]([CH3:5])[CH2:2][C:1]([O:7][CH2:8][CH3:9])=[O:6]. Procedure details: Ethyl acetoacetate (130 mg, 1 mmol) was reacted with yeast (2 g) and water (2 ml) according to method I. Extraction of the yeast gave the pure product in 80% yield. The reaction was repeated following the general procedure of Method II outlined above to yield a pure product in 78% yield. Reactants: N#CC1(c2cccc(C(=O)O)c2)CC1, CN(C)C=O, O=C(Cl)C(=O)Cl, Cc1ccc(N)cc1O, [Na+], C1CCOC1, O, O=C([O-])O. The product is Cc1ccc(NC(=O)c2cccc(C3(C#N)CC3)c2)cc1O. Reaction SMILES: [C:10](#[N:11])[C:12]1([c:15]2[cH:16][c:17]([C:18](=[O:19])[OH:20])[cH:21][cH:22][cH:23]2)[CH2:13][CH2:14]1.[CH3:41][N:42]([CH3:43])[CH:44]=[O:45].[Cl:24][C:25]([C:26]([Cl:27])=[O:28])=[O:29].[NH2:1][c:2]1[cH:3][cH:4][c:5]([CH3:9])[c:6]([OH:8])[cH:7]1.[Na+:30].[O:36]1[CH2:37][CH2:38][CH2:39][CH2:40]1.[OH2:35].[OH:31][C:32](=[O:33])[O-:34]>>[NH:1]([c:2]1[cH:3][cH:4][c:5]([CH3:9])[c:6]([OH:8])[cH:7]1)[C:18]([c:17]1[cH:16][c:15]([C:12]2([C:10]#[N:11])[CH2:13][CH2:14]2)[cH:23][cH:22][cH:21]1)=[O:19].